This data is from the Open Reaction Database (ORD), a public repository of structured organic reaction records. The task is: describe an organic reaction: reactants, conditions, products, and yield Starting materials: CC(=O)O, COc1cc(N)c(F)cc1Cl, O=C1OC(=O)c2ccccc21, O. The product is COc1cc(N2C(=O)c3ccccc3C2=O)c(F)cc1Cl. Reaction SMILES: [CH3:24][C:25](=[O:26])[OH:27].[Cl:1][c:2]1[cH:3][c:4]([F:11])[c:5]([NH2:6])[cH:7][c:8]1[O:9][CH3:10].[O:12]=[C:13]1[O:14][C:15](=[O:16])[c:17]2[cH:18][cH:19][cH:20][cH:21][c:22]21.[OH2:23]>>[Cl:1][c:2]1[cH:3][c:4]([F:11])[c:5]([N:6]2[C:13](=[O:12])[c:22]3[c:17]([cH:18][cH:19][cH:20][cH:21]3)[C:15]2=[O:14])[cH:7][c:8]1[O:9][CH3:10]. Starting materials: COC1=C(C=CC=C1)OCC=C (1-methoxy-2-(2-propenyloxy)benzene), [F-].[Cs+] (cesium fluoride), C(C)(=O)OCC (ethyl acetate), Cl (HCl). The solvent is C(C)N(C1=CC=CC=C1)CC (N,N-diethyl aniline). Conditions: temperature 217.5 celsius. The product is COC1=CC=CC2=C1OC(=C2)C (7-methoxy-2-methylbenzo[b]furan). RXN SMILES: [CH3:1][O:2][C:3]1[CH:8]=[CH:7][CH:6]=[CH:5][C:4]=1[O:9][CH2:10][CH:11]=C.[F-].[Cs+].Cl.[C:16](OCC)(=O)C>C(N(CC)C1C=CC=CC=1)C>[CH3:1][O:2][C:3]1[C:4]2[O:9][C:10]([CH3:11])=[CH:16][C:5]=2[CH:6]=[CH:7][CH:8]=1 |f:1.2|. Procedure details: To a well stirred solution of 1-methoxy-2-(2-propenyloxy)benzene (from step 1) (13.0 g, 80.24 mmol) in N,N-diethyl aniline (130 mL) was added cesium fluoride (15.85 g, 104 mmol) and the mixture was heated to 215-220° C. for 4-5 hours. Reaction mixture was cooled to room temperature and 10% aqueous HCl solution (1.0 lit) was added followed by addition of ethyl acetate (300 mL). The mixture was the filtered through Celite bed. The organic layer was separated and washed with water (2×100 mL) and dr... The reactants are C1COCCN1, CC(C)(C)[O-], COc1cc(-c2nc3ccccc3o2)ccc1-c1ccc(Cl)cn1, [Na+], CC(=O)[O-], CC(=O)[O-], [Pd+2], CC(C)(C)P(c1ccccc1-c1ccccc1)C(C)(C)C. The product is COc1cc(-c2nc3ccccc3o2)ccc1-c1ccc(N2CCOCC2)cn1. RXN SMILES: [CH2:25]1[CH2:26][O:27][CH2:28][CH2:29][NH:30]1.[CH3:52][C:53]([CH3:54])([O-:55])[CH3:56].[Cl:1][c:2]1[cH:3][cH:4][c:5](-[c:8]2[c:9]([O:23][CH3:24])[cH:10][c:11](-[c:14]3[o:15][c:16]4[c:17]([n:18]3)[cH:19][cH:20][cH:21][cH:22]4)[cH:12][cH:13]2)[n:6][cH:7]1.[Na+:57].[O-:59][C:60]([CH3:61])=[O:62].[O-:63][C:64]([CH3:65])=[O:66].[Pd+2:58].[c:31]1(-[c:32]2[cH:33][cH:34][cH:35][cH:36][cH:37]2)[cH:38][cH:39][cH:40][cH:41][c:42]1[P:43]([C:44]([CH3:45])([CH3:46])[CH3:47])[C:48]([CH3:49])([CH3:50])[CH3:51]>>[c:2]1([N:30]2[CH2:25][CH2:26][O:27][CH2:28][CH2:29]2)[cH:3][cH:4][c:5](-[c:8]2[c:9]([O:23][CH3:24])[cH:10][c:11](-[c:14]3[o:15][c:16]4[c:17]([n:18]3)[cH:19][cH:20][cH:21][cH:22]4)[cH:12][cH:13]2)[n:6][cH:7]1. Reactants: CC(C)([O-])C.[K+] (potassium tert-butoxide), solution, C[O-].[Na+] (sodium methoxide), CO (methyl alcohol), C1(=CC=CC=C1)S(=O)(=O)CCCC1C(CCCCCCCCCC1)=O (2-(3-phenylsulfonyl-prop-1-yl)-cyclododecanone). Run in O (water), C1(=CC=CC=C1)C (toluene). Product: C12=CCCCCCCCCCC2=CCC1 (Bicyclo[10.3.0]pentadeca-1,12-diene). Yield: 83.7%. RXN SMILES: C[O-].[Na+].CO.C1(S([CH2:15][CH2:16][CH2:17][CH:18]2[CH2:29][CH2:28][CH2:27][CH2:26][CH2:25][CH2:24][CH2:23][CH2:22][CH2:21][CH2:20][C:19]2=O)(=O)=O)C=CC=CC=1.CC(C)([O-])C.[K+]>O.C1(C)C=CC=CC=1>[C:18]12[CH2:17][CH2:16][CH:15]=[C:19]1[CH2:20][CH2:21][CH2:22][CH2:23][CH2:24][CH2:25][CH2:26][CH2:27][CH2:28][CH:29]=2 |f:0.1,4.5|. Procedure details: 29.0 ml of a 30% solution of sodium methoxide in methyl alcohol (0.15 mole) were added dropwise to a mixture of 36.4 g (0.10 mole) of 2-(3-phenylsulfonyl-prop-1-yl)-cyclododecanone and 200 ml of toluene, kept at reflux in a reaction vessel fitted with a water separator (addition period: ca. 1 hour). After this first addition, 14.6 g (0.13 mole) of potassium tert-butoxide were added to the reaction mixture, which was then heatedd to reflux during 4 hours. After the usual treatments of extraction ...